Dataset: the Open Reaction Database (ORD), a public repository of structured organic reaction records. Task: describe an organic reaction: reactants, conditions, products, and yield Reactants: FC(C1=CC=C(C=C1)C1=NSC2=C1C=CC(=C2)CCCOS(=O)(=O)C)(F)F (Methanesulfonic acid 3-[3-(4-trifluoromethyl-phenyl)-benzo[d]isothiazol-6-yl]-propyl ester), CNC (Dimethylamine). Yields the product CN(CCCC1=CC2=C(C(=NS2)C2=CC=C(C=C2)C(F)(F)F)C=C1)C (Dimethyl-{3-[3-(4-trifluoromethyl-phenyl)-benzo[d]isothiazol-6-yl]-propyl}-amine). Reaction SMILES: [F:1][C:2]([F:27])([F:26])[C:3]1[CH:8]=[CH:7][C:6]([C:9]2[C:13]3[CH:14]=[CH:15][C:16]([CH2:18][CH2:19][CH2:20]OS(C)(=O)=O)=[CH:17][C:12]=3[S:11][N:10]=2)=[CH:5][CH:4]=1.[CH3:28][NH:29][CH3:30]>>[CH3:28][N:29]([CH3:30])[CH2:20][CH2:19][CH2:18][C:16]1[CH:15]=[CH:14][C:13]2[C:9]([C:6]3[CH:7]=[CH:8][C:3]([C:2]([F:27])([F:26])[F:1])=[CH:4][CH:5]=3)=[N:10][S:11][C:12]=2[CH:17]=1. Procedure: In analogy to example 17.1; Methanesulfonic acid 3-[3-(4-trifluoromethyl-phenyl)-benzo[d]isothiazol-6-yl]-propyl ester and Dimethylamine were converted to yield Dimethyl-{3-[3-(4-trifluoromethyl-phenyl)-benzo[d]isothiazol-6-yl]-propyl}-amine as light brown oil, MS: 365 (MH+). As a reaction SMILES: [CH2:1]([C@@H:8]([CH2:12][CH2:13][C@H:14](CCC(OC(C)(C)C)=O)[C:15]([OH:17])=[O:16])[C:9]([OH:11])=[O:10])[C:2]1[CH:7]=[CH:6][CH:5]=[CH:4][CH:3]=1.Br[CH2:28][C:29]([O:31][C:32]([CH3:35])([CH3:34])[CH3:33])=[O:30]>>[CH2:1]([C@@H:8]([CH2:12][CH2:13][C@H:14]([CH2:28][C:29]([O:31][C:32]([CH3:35])([CH3:34])[CH3:33])=[O:30])[C:15]([OH:17])=[O:16])[C:9]([OH:11])=[O:10])[C:2]1[CH:7]=[CH:6][CH:5]=[CH:4][CH:3]=1. The reactants are C(C1=CC=CC=C1)[C@H](C(=O)O)CC[C@@H](C(=O)O)CCC(=O)OC(C)(C)C ((2R,5R)-2-Benzyl-5-(3-tert-butoxy-3-oxopropyl)hexanedioic acid), BrCC(=O)OC(C)(C)C (tert-butyl bromoacetate). Procedure details: (2R,5R)-2-Benzyl-5-(2-tert-butoxy-2-oxoethyl)hexanedioic acid (33 mg, 0.094 mmol) was synthesized as described for the preparation of Intermediate 7 using tert-butyl bromoacetate in step A. Product: C(C1=CC=CC=C1)[C@H](C(=O)O)CC[C@@H](C(=O)O)CC(=O)OC(C)(C)C ((2R,5R)-2-Benzyl-5-(2-tert-butoxy-2-oxoethyl)hexanedioic acid). Reactants: C(CC1=CC=CC=C1)N (phenethylamine), ClC=1C2=C(N=C(N1)C1=NC=CN=C1)SC(=C2)Cl (4-chloro-2-(pyrazin-2-yl)-6-chloro-thieno-[2,3-d]-pyrimidine). Product: N1=C(C=NC=C1)C=1N=C(C2=C(N1)SC(=C2)Cl)NCCC2=CC=CC=C2 (2-(pyrazin-2-yl)-4-phenethylamino-6-chloro-thieno-[2,3-d]-pyrimidine). As a reaction SMILES: [CH2:1]([NH2:9])[CH2:2][C:3]1[CH:8]=[CH:7][CH:6]=[CH:5][CH:4]=1.Cl[C:11]1[C:12]2[CH:25]=[C:24]([Cl:26])[S:23][C:13]=2[N:14]=[C:15]([C:17]2[CH:22]=[N:21][CH:20]=[CH:19][N:18]=2)[N:16]=1>>[N:18]1[CH:19]=[CH:20][N:21]=[CH:22][C:17]=1[C:15]1[N:16]=[C:11]([NH:9][CH2:1][CH2:2][C:3]2[CH:8]=[CH:7][CH:6]=[CH:5][CH:4]=2)[C:12]2[CH:25]=[C:24]([Cl:26])[S:23][C:13]=2[N:14]=1. Procedure details: With the procedure of Example 1, the reaction of phenethylamine with 4-chloro-2-(pyrazin-2-yl)-6-chloro-thieno-[2,3-d]-pyrimidine yields 2-(pyrazin-2-yl)-4-phenethylamino-6-chloro-thieno-[2,3-d]-pyrimidine. The reactants are BrC1=CC=C(C2=CC=CC=C12)C1=C(C=C(C=C1)Cl)C=O (1-bromo-4-(4-chloro-2-formylphenyl)naphthalene), [Cl-].COC[P+](C1=CC=CC=C1)(C1=CC=CC=C1)C1=CC=CC=C1 ((methoxymethyl)triphenylphosphonium chloride), C(C)OCC (diethyl ether), C(C)(C)(C)O[K] (tert-butoxypotassium). Run in C1CCOC1 (THF), C1CCOC1 (THF), O (water). Product: BrC1=CC=C(C2=CC=CC=C12)C1=C(C=C(C=C1)Cl)C=COC (1-bromo-4-(4-chloro-2-methoxyethenylphenyl)naphthalene). The yield is 99.0%. Reaction SMILES: [Cl-].COC[P+](C1C=CC=CC=1)(C1C=CC=CC=1)C1C=CC=CC=1.[CH2:24]([O:26][CH2:27][CH3:28])C.C(O[K])(C)(C)C.[Br:35][C:36]1[C:45]2[C:40](=[CH:41][CH:42]=[CH:43][CH:44]=2)[C:39]([C:46]2[CH:51]=[CH:50][C:49]([Cl:52])=[CH:48][C:47]=2C=O)=[CH:38][CH:37]=1>C1COCC1.O>[Br:35][C:36]1[C:45]2[C:40](=[CH:41][CH:42]=[CH:43][CH:44]=2)[C:39]([C:46]2[CH:47]=[CH:48][C:49]([Cl:52])=[CH:50][C:51]=2[CH:28]=[CH:27][O:26][CH3:24])=[CH:38][CH:37]=1 |f:0.1|. Procedure: Subsequently, 9.67 g (28.2 mmol) of (methoxymethyl)triphenylphosphonium chloride and 48 mL of dry diethyl ether were charged into a 300-mL recovery flask filled with nitrogen at room temperature. The mixture was stirred. Then 28.2 mL (28.2 mmol) of 1 M tert-butoxypotassium solution in THF was added thereto. The resulting mixture was stirred for 1 hour. Subsequently, a solution of 3.90 g (11.3 mmol) of 1-bromo-4-(4-chloro-2-formylphenyl)naphthalene dissolved in 93 mL of a THF solvent was added to...